This data is from the Open Reaction Database (ORD), a public repository of structured organic reaction records. The task is: describe an organic reaction: reactants, conditions, products, and yield The reactants are CO (methanol), CO (methanol), FC1=CC=C(C[C@H](N)C(=O)O)C=C1 (4-fluorophenylalanine), S(=O)(Cl)Cl (thionylchloride). Reaction conditions: temperature -10 celsius, time 1 hour. Product: hydrochloride salt, COC([C@@H](N)CC1=CC=C(C=C1)F)=O (4-fluorophenylalanine methyl ester). Reaction SMILES: [F:1][C:2]1[CH:13]=[CH:12][C:5]([CH2:6][C@@H:7]([C:9]([OH:11])=[O:10])[NH2:8])=[CH:4][CH:3]=1.S(Cl)(Cl)=O.[CH3:18]O>>[CH3:18][O:10][C:9](=[O:11])[C@H:7]([CH2:6][C:5]1[CH:4]=[CH:3][C:2]([F:1])=[CH:13][CH:12]=1)[NH2:8]. Reported procedure: 1.8 g (10 mmole) of 4-fluorophenylalanine is suspended in 3.0 ml of methanol and cooled to -10° C. under nitrogen and 0.81 ml of thionylchloride added dropwise, keeping the temperature at or below -2° C., and stirred for 1 hour at -5° C. to -10° C. About 10 ml of methanol was added and the solution stirred at room temperature overnight. The solution was concentrated in vacuo and the residue triturated with dry ether and filtered to give the hydrochloride salt of 4-fluorophenylalanine methyl este... Reactants: [BH4-], CO, [Na+], O=C1CCN(c2ccc(Cl)c(-c3nc4ccccc4[nH]3)c2)CC1. Yields the product OC1CCN(c2ccc(Cl)c(-c3nc4ccccc4[nH]3)c2)CC1. As a reaction SMILES: [BH4-:24].[CH3:26][OH:27].[Na+:25].[nH:1]1[c:2](-[c:10]2[cH:11][c:12]([N:17]3[CH2:18][CH2:19][C:20](=[O:23])[CH2:21][CH2:22]3)[cH:13][cH:14][c:15]2[Cl:16])[n:3][c:4]2[c:5]1[cH:6][cH:7][cH:8][cH:9]2>>[nH:1]1[c:2](-[c:10]2[cH:11][c:12]([N:17]3[CH2:18][CH2:19][CH:20]([OH:23])[CH2:21][CH2:22]3)[cH:13][cH:14][c:15]2[Cl:16])[n:3][c:4]2[c:5]1[cH:6][cH:7][cH:8][cH:9]2. Starting materials: OC1=CC(=CC=2OC([C@@H]3[C@@H](C21)CC(=CC3)C(=O)O)(C)C)CCCCC ((6aS,10aS)-6a,7,10,10a-Tetrahydro-1-hydroxy-6,6-dimethyl-3-pentyl-6H-dibenzo[b,d]pyran-9-carboxylic acid), C1(CCCCC1)N=C=NC1CCCCC1 (dicyclohexylcarbodiimide), ON1C(CCC1=O)=O (N-hydroxysuccinimide), ester. Solvent: C1CCOC1 (THF), C1CCOC1 (THF). Conditions: time 43 hour. Product: OC1=CC(=CC=2OC([C@@H]3[C@@H](C21)CC(=CC3)C(=O)ON3C(CCC3=O)=O)(C)C)CCCCC ((6aS,10aS)-1-[[(6a,7,10,10a-Tetrahydro-1-hydroxy-6,6-dimethyl-3-pentyl-6H-dibenzo[b,d]pyran-9-yl)carbonyl]oxy]-2,5-pyrrolidinedione). As a reaction SMILES: [OH:1][C:2]1[C:11]2[C@H:10]3[CH2:12][C:13]([C:16]([OH:18])=[O:17])=[CH:14][CH2:15][C@@H:9]3[C:8]([CH3:20])([CH3:19])[O:7][C:6]=2[CH:5]=[C:4]([CH2:21][CH2:22][CH2:23][CH2:24][CH3:25])[CH:3]=1.C1(N=C=NC2CCCCC2)CCCCC1.O[N:42]1[C:46](=[O:47])[CH2:45][CH2:44][C:43]1=[O:48]>C1COCC1>[OH:1][C:2]1[C:11]2[C@H:10]3[CH2:12][C:13]([C:16]([O:18][N:42]4[C:46](=[O:47])[CH2:45][CH2:44][C:43]4=[O:48])=[O:17])=[CH:14][CH2:15][C@@H:9]3[C:8]([CH3:19])([CH3:20])[O:7][C:6]=2[CH:5]=[C:4]([CH2:21][CH2:22][CH2:23][CH2:24][CH3:25])[CH:3]=1. Procedure: With reference to scheme 3, to a solution of (XVIII) (6 mg, 0.017 mmol) in dry THF (2 mL), under argon, was added dicyclohexylcarbodiimide (Aldrich; 13 mg, 0.063 mmol) and N-hydroxysuccinimide (Aldrich; 11 mg, 0.096 mmol). The resulting reaction mixture was stirred for 43 h, filtered from dicyclohexylurea, and the filtrate evaporated in vacuo to afford white solids. This material was digested with a small volume of THF and the insoluble part (urea) was filtered off. The filtrate was evaporated i... Starting materials: Cl, NC1CCC(CCN2CCC(c3cccc4c3OCO4)CC2)CC1, O=C(O)c1ccnc2ccccc12. Yields the product O=C(NC1CCC(CCN2CCC(c3cccc4c3OCO4)CC2)CC1)c1ccnc2ccccc12. As a reaction SMILES: [ClH:1].[O:2]1[CH2:3][O:4][c:5]2[c:6]1[cH:7][cH:8][cH:9][c:10]2[CH:11]1[CH2:12][CH2:13][N:14]([CH2:17][CH2:18][CH:19]2[CH2:20][CH2:21][CH:22]([NH2:25])[CH2:23][CH2:24]2)[CH2:15][CH2:16]1.[OH:26][C:27](=[O:28])[c:29]1[cH:30][cH:31][n:32][c:33]2[cH:34][cH:35][cH:36][cH:37][c:38]12>>[O:2]1[CH2:3][O:4][c:5]2[c:6]1[cH:7][cH:8][cH:9][c:10]2[CH:11]1[CH2:12][CH2:13][N:14]([CH2:17][CH2:18][CH:19]2[CH2:20][CH2:21][CH:22]([NH:25][C:27](=[O:26])[c:29]3[cH:30][cH:31][n:32][c:33]4[cH:34][cH:35][cH:36][cH:37][c:38]34)[CH2:23][CH2:24]2)[CH2:15][CH2:16]1. Starting materials: COC(=O)CC(=O)OC, COc1cc(CCl)c(CCl)cc1OC, [H-], [Na+], CN(C)C=O. Product: COC(=O)C1(C(=O)OC)Cc2cc(OC)c(OC)cc2C1. Reaction SMILES: [C:1]([CH2:2][C:3](=[O:4])[O:5][CH3:6])(=[O:7])[O:8][CH3:9].[Cl:12][CH2:13][c:14]1[c:15]([CH2:24][Cl:25])[cH:16][c:17]([O:22][CH3:23])[c:18]([O:20][CH3:21])[cH:19]1.[H-:10].[Na+:11].[O:26]=[CH:27][N:28]([CH3:29])[CH3:30]>>[C:1]([C:2]1([C:3](=[O:4])[O:5][CH3:6])[CH2:13][c:14]2[c:15]([cH:16][c:17]([O:22][CH3:23])[c:18]([O:20][CH3:21])[cH:19]2)[CH2:24]1)(=[O:7])[O:8][CH3:9].